From a dataset of the Open Reaction Database (ORD), a public repository of structured organic reaction records. describe an organic reaction: reactants, conditions, products, and yield Reactants: CSc1ncc(Br)c(CO)n1, BrC(Br)(Br)Br, ClCCl, c1ccc(P(c2ccccc2)c2ccccc2)cc1. Yields the product CSc1ncc(Br)c(CBr)n1. As a reaction SMILES: [Br:1][c:2]1[c:3]([CH2:10][OH:11])[n:4][c:5]([S:8][CH3:9])[n:6][cH:7]1.[C:31]([Br:32])([Br:33])([Br:34])[Br:35].[Cl:36][CH2:37][Cl:38].[c:12]1([P:13]([c:14]2[cH:15][cH:16][cH:17][cH:18][cH:19]2)[c:20]2[cH:21][cH:22][cH:23][cH:24][cH:25]2)[cH:26][cH:27][cH:28][cH:29][cH:30]1>>[Br:1][c:2]1[c:3]([CH2:10][Br:32])[n:4][c:5]([S:8][CH3:9])[n:6][cH:7]1. The reactants are ClC1=CC=C(C=C1)C1(N(C(C2=CC=CC=C12)=O)CC1=CC=C(C=C1)[N+](=O)[O-])O (3-(4-Chlorophenyl)-3-hydroxy-2-(4-nitrobenzyl)-2,3-dihydroisoindol-1-one), C1(CC1)(CO)CO (cyclopropane dimethanol). The product is ClC1=CC=C(C=C1)C1(N(C(C2=CC=CC=C12)=O)CC1=CC=C(C=C1)[N+](=O)[O-])OCC1(CC1)CO (3-(4-Chlorophenyl)-3-(1-hydroxymethylcyclopropylmethoxy)-2-(4-nitrobenzyl)-2,3-dihydroisoindol-1-one). Yield: 63.1%. As a reaction SMILES: [Cl:1][C:2]1[CH:7]=[CH:6][C:5]([C:8]2([OH:28])[C:16]3[C:11](=[CH:12][CH:13]=[CH:14][CH:15]=3)[C:10](=[O:17])[N:9]2[CH2:18][C:19]2[CH:24]=[CH:23][C:22]([N+:25]([O-:27])=[O:26])=[CH:21][CH:20]=2)=[CH:4][CH:3]=1.[C:29]1([CH2:34]O)([CH2:32][OH:33])[CH2:31][CH2:30]1>>[Cl:1][C:2]1[CH:7]=[CH:6][C:5]([C:8]2([O:28][CH2:34][C:29]3([CH2:32][OH:33])[CH2:31][CH2:30]3)[C:16]3[C:11](=[CH:12][CH:13]=[CH:14][CH:15]=3)[C:10](=[O:17])[N:9]2[CH2:18][C:19]2[CH:24]=[CH:23][C:22]([N+:25]([O-:27])=[O:26])=[CH:21][CH:20]=2)=[CH:4][CH:3]=1. Reported procedure: The named compound was synthesised from 3-(4-Chlorophenyl)-3-hydroxy-2-(4-nitrobenzyl)-2,3-dihydroisoindol-1-one (400 mg, 1.01 mmol, 1 equiv.) and cyclopropane dimethanol (516 mg, 5.05 mmol, 5 equiv.) using General Procedure A and obtained as an off-white solid (305 mg, 63%). 1H NMR (300 MHz, CDCl3): 8.01-7.98 (m, 2H, O2N—C—CH), 7.92-7.89 (m, 1H, C(O)═C═CH), 7.55-7.52 (m, 2H, Ar—H), 7.32-7.29 (m, 2H, Ar—H), 7.19-7.12 (m, 5H, Ar—H), 4.49 (s, 2H, N—CH2), 3.51-3.43 (m, 2H, HOCH2), 2.81 (s, 2H, OCH2...